Dataset: the Open Reaction Database (ORD), a public repository of structured organic reaction records. Task: describe an organic reaction: reactants, conditions, products, and yield Starting materials: [OH-].[Na+] (sodium hydroxide), CN1CCNCC1 (N-methylpiperazine), ClCC(=O)N1C=2N(C(=CC1)C1=CC(=CC=C1)C(F)(F)F)N=CC2C#N (4-(chloroacetyl)-4,5-dihydro-7-[3-(trifluoromethyl)phenyl]pyrazolo[1,5-a]pyrimidine-3-carbonitrile), C([O-])([O-])=O.[Na+].[Na+] (sodium carbonate). The solvent is C1(=CC=CC=C1)C (toluene). Reaction conditions: time 8 hour. Product: CN1CCN(CC1)CC(=O)N1C=2N(C(=CC1)C1=CC(=CC=C1)C(F)(F)F)N=CC2C#N (4,5-Dihydro-4-[(4-methyl-1-piperazinyl)acetyl]-7-[3-(trifluoromethyl)phenyl]pyrazolo[1,5-a]pyrimidine-3-carbonitrile). Yield: 34.9%. Reaction SMILES: [CH3:1][N:2]1[CH2:7][CH2:6][NH:5][CH2:4][CH2:3]1.Cl[CH2:9][C:10]([N:12]1[CH2:17][CH:16]=[C:15]([C:18]2[CH:23]=[CH:22][CH:21]=[C:20]([C:24]([F:27])([F:26])[F:25])[CH:19]=2)[N:14]2[N:28]=[CH:29][C:30]([C:31]#[N:32])=[C:13]12)=[O:11].C(=O)([O-])[O-].[Na+].[Na+].[OH-].[Na+]>C1(C)C=CC=CC=1>[CH3:1][N:2]1[CH2:7][CH2:6][N:5]([CH2:9][C:10]([N:12]2[CH2:17][CH:16]=[C:15]([C:18]3[CH:23]=[CH:22][CH:21]=[C:20]([C:24]([F:27])([F:25])[F:26])[CH:19]=3)[N:14]3[N:28]=[CH:29][C:30]([C:31]#[N:32])=[C:13]23)=[O:11])[CH2:4][CH2:3]1 |f:2.3.4,5.6|. Procedure details: A mixture of 1.3 g of N-methylpiperazine, 4.4 g of 4-(chloroacetyl)-4,5-dihydro-7-[3-(trifluoromethyl)phenyl]pyrazolo[1,5-a]pyrimidine-3-carbonitrile and 1.5 g of sodium carbonate in 75 ml of toluene was refluxed for 4 hours, then allowed to stand at room temperature overnight. The mixture was treated with 30 ml of 1N sodium hydroxide and the phases were separated. The aqueous phase was extracted twice with chloroform. The organic phases were combined, washed with water, dried, filtered and conc... Starting materials: Cc1ccc(Oc2ccc(C)cc2CO)cc1, O, O=S(Cl)Cl, c1ccncc1, c1ccccc1. Product: Cc1ccc(Oc2ccc(C)cc2CCl)cc1. Reaction SMILES: [CH3:5][c:6]1[cH:7][cH:8][c:9]([O:10][c:11]2[c:12]([CH2:13][OH:14])[cH:15][c:16]([CH3:19])[cH:17][cH:18]2)[cH:20][cH:21]1.[OH2:34].[S:1]([Cl:2])([Cl:3])=[O:4].[cH:22]1[cH:23][cH:24][n:25][cH:26][cH:27]1.[cH:28]1[cH:29][cH:30][cH:31][cH:32][cH:33]1>>[Cl:3][CH2:13][c:12]1[c:11]([O:10][c:9]2[cH:8][cH:7][c:6]([CH3:5])[cH:21][cH:20]2)[cH:18][cH:17][c:16]([CH3:19])[cH:15]1. The reactants are CC(=O)Oc1ccc(OCc2ccccc2)cc1CC(Br)CBr, C[O-], CCO, ClCCl, [Na+], O. Yields the product BrCC1Cc2cc(OCc3ccccc3)ccc2O1. As a reaction SMILES: [CH2:1]([c:2]1[cH:3][cH:4][cH:5][cH:6][cH:7]1)[O:8][c:9]1[cH:10][c:11]([CH2:19][CH:20]([CH2:21][Br:22])[Br:23])[c:12]([O:15][C:16](=[O:17])[CH3:18])[cH:13][cH:14]1.[CH3:24][O-:25].[CH3:31][CH2:32][OH:33].[Cl:28][CH2:29][Cl:30].[Na+:26].[OH2:27]>>[CH2:1]([c:2]1[cH:3][cH:4][cH:5][cH:6][cH:7]1)[O:8][c:9]1[cH:10][c:11]2[c:12]([cH:13][cH:14]1)[O:15][CH:20]([CH2:21][Br:22])[CH2:19]2. Reactants: COC=1C(=C(CC=2C=CC(=C(C(=O)OC)C2)OS(=O)(=O)C(F)(F)F)C(=C(C1OC)OC)OC)C (methyl 5-(3,4,5,6-tetramethoxy-2-methylbenzyl)-2-(trifluoromethanesulfonyl)oxybenzoate), tetrakistriphenylphosphine palladium, C([O-])([O-])=O.[Na+].[Na+] (sodium carbonate), [Cl-].[Li+] (lithium chloride), COC=1C=C(C=CC1)B(O)O (3-methoxybenzene boronic acid), C(C)(=O)OCC (ethyl acetate). The solvent is C1(=CC=CC=C1)C (toluene). Conditions: temperature 95 celsius, time 16 hour. Product: COC=1C(=C(CC=2C=CC(=C(C(=O)OC)C2)C2=CC(=CC=C2)OC)C(=C(C1OC)OC)OC)C (Methyl 5-(3,4,5,6-tetramethoxy-2-methylbenzyl)-2-(3-methoxyphenyl)benzoate). Isolated yield 89.0%. Reaction SMILES: [CH3:1][O:2][C:3]1[C:4]([CH3:34])=[C:5]([C:25]([O:32][CH3:33])=[C:26]([O:30][CH3:31])[C:27]=1[O:28][CH3:29])[CH2:6][C:7]1[CH:8]=[CH:9][C:10](OS(C(F)(F)F)(=O)=O)=[C:11]([CH:16]=1)[C:12](OC)=O.[C:35](=O)([O-])[O-].[Na+].[Na+].[Cl-].[Li+].[CH3:43][O:44][C:45]1C=C(B(O)O)C=[CH:49][CH:50]=1.[C:54]([O:57][CH2:58]C)(=[O:56])[CH3:55]>C1(C)C=CC=CC=1>[CH3:1][O:2][C:3]1[C:4]([CH3:34])=[C:5]([C:25]([O:32][CH3:33])=[C:26]([O:30][CH3:31])[C:27]=1[O:28][CH3:29])[CH2:6][C:7]1[CH:8]=[CH:9][C:10]([C:11]2[CH:12]=[CH:49][CH:50]=[C:45]([O:44][CH3:43])[CH:16]=2)=[C:55]([CH:35]=1)[C:54]([O:57][CH3:58])=[O:56] |f:1.2.3,4.5|. Reported procedure: To a solution of methyl 5-(3,4,5,6-tetramethoxy-2-methylbenzyl)-2-(trifluoromethanesulfonyl)oxybenzoate (1.50 g, 2.9527 mmol) in toluene (40 ml) were added tetrakistriphenylphosphine palladium (205 mg, 0.1774 mmol), aqueous solution of sodium carbonate (2M aqueous solution, 4.58 ml), lithium chloride (300 mg, 7.0771 mmol) and ethanolic solution (7.2 ml) of 3-methoxybenzene boronic acid (1.34 g, 8.8186 mmol) and the mixture was heated with stirring at 95° C. for 16 hours. The reaction solution wa... The reactants are CCN=C=NCCCN(C)C.Cl (WSC.HCl), C([O-])(O)=O.[Na+] (sodium bicarbonate), C1(CC1)C=1C(=NOC1C1CC(C1)CC(C)(C)C)C(CC(=O)[O-])CCC(=O)OC (6-Methyl 3-{4-cyclopropyl-5-[3-(2,2-dimethylpropyl)cyclobutyl]isoxazol-3-yl}adipate), CC1=C(C=CC(=C1)C)N (2,4-dimethylphenylamine), C=1C=CC2=C(C1)N=NN2O (HOBt). Solvent: CN(C)C=O (DMF), C(C)N(CC)CC (triethylamine), O (H2O). Reaction conditions: time 8 hour. Yields the product C1(CC1)C=1C(=NOC1C1CC(C1)CC(C)(C)C)C(CCC(=O)OC)CC(NC1=C(C=C(C=C1)C)C)=O (Methyl 4-{4-cyclopropyl-5-[3-(2,2-dimethylpropyl)cyclobutyl]isoxazol-3-yl}-5-(2,4-dimethylphenylcarbamoyl)valerate). As a reaction SMILES: [CH:1]1([C:4]2[C:5]([CH:18]([CH2:23][CH2:24][C:25]([O:27][CH3:28])=[O:26])[CH2:19][C:20]([O-:22])=O)=[N:6][O:7][C:8]=2[CH:9]2[CH2:12][CH:11]([CH2:13][C:14]([CH3:17])([CH3:16])[CH3:15])[CH2:10]2)[CH2:3][CH2:2]1.[CH3:29][C:30]1[CH:35]=[C:34]([CH3:36])[CH:33]=[CH:32][C:31]=1[NH2:37].C1C=CC2N(O)N=NC=2C=1.CCN=C=NCCCN(C)C.Cl.C(=O)(O)[O-].[Na+]>O.C(N(CC)CC)C.CN(C=O)C>[CH:1]1([C:4]2[C:5]([CH:18]([CH2:19][C:20](=[O:22])[NH:37][C:31]3[CH:32]=[CH:33][C:34]([CH3:36])=[CH:35][C:30]=3[CH3:29])[CH2:23][CH2:24][C:25]([O:27][CH3:28])=[O:26])=[N:6][O:7][C:8]=2[CH:9]2[CH2:10][CH:11]([CH2:13][C:14]([CH3:17])([CH3:16])[CH3:15])[CH2:12]2)[CH2:3][CH2:2]1 |f:3.4,5.6|. Procedure: 6-Methyl 3-{4-cyclopropyl-5-[3-(2,2-dimethylpropyl)cyclobutyl]isoxazol-3-yl}adipate (100 mg), 2,4-dimethylphenylamine (0.0379 mL) and DMF (1 mL) were mixed. To the mixture were added triethylamine (0.0354 mL), HOBt.H2O (47 mg) and WSC.HCl (58.8 mg) at ice temperature. The mixture was stirred at RT overnight. To the reaction mixture was added saturated aqueous sodium bicarbonate at ice temperature. The mixture was extracted with ethyl acetate. The organic layer was washed with water and brine, th...